From a dataset of the Open Reaction Database (ORD), a public repository of structured organic reaction records. describe an organic reaction: reactants, conditions, products, and yield Starting materials: FC=1C=C(C(=O)Cl)C=CC1 (3-Fluorobenzoyl chloride), NC1=C2C(N(C(C2=CC=C1)=O)C1C(NC(CC1)=O)=O)=O (4-amino-2-(2,6-dioxo(3-piperidyl))isoindoline-1,3-dione), CO (methanol). Solvent: C(C)OCC (diethyl ether), C1CCOC1 (THF). Conditions: time 1 hour. Product: O=C1NC(CCC1N1C(C2=CC=CC(=C2C1=O)NC(C1=CC(=CC=C1)F)=O)=O)=O (N-[2-(2,6-Dioxo-piperidin-3-yl)-1,3-dioxo-2,3-dihydro-1H-isoindol-4-yl]-3-fluoro-benzamide). The yield is 87.3%. As a reaction SMILES: [NH2:1][C:2]1[CH:10]=[CH:9][CH:8]=[C:7]2[C:3]=1[C:4](=[O:20])[N:5]([CH:12]1[CH2:17][CH2:16][C:15](=[O:18])[NH:14][C:13]1=[O:19])[C:6]2=[O:11].[F:21][C:22]1[CH:23]=[C:24]([CH:28]=[CH:29][CH:30]=1)[C:25](Cl)=[O:26].CO>C1COCC1.C(OCC)C>[O:19]=[C:13]1[CH:12]([N:5]2[C:4](=[O:20])[C:3]3[C:7](=[CH:8][CH:9]=[CH:10][C:2]=3[NH:1][C:25](=[O:26])[C:24]3[CH:28]=[CH:29][CH:30]=[C:22]([F:21])[CH:23]=3)[C:6]2=[O:11])[CH2:17][CH2:16][C:15](=[O:18])[NH:14]1. Procedure details: To a suspension of 4-amino-2-(2,6-dioxo(3-piperidyl))isoindoline-1,3-dione (0.55 g, 2 mmol) in THF (30 ml) was added 3-Fluorobenzoyl chloride (0.49 ml, 4 mmol). The mixture was heated to reflux for 18 hours. The reaction was cooled to room temperature, methanol (2 ml) was added, and the mixture stirred for 1 hour. The solvent was evaporated in vacuo leaving a solid which was slurried in diethyl ether (20 ml) and filtered to give 0.69 g (96%) of product as an off-white solid: mp 260–262° C.; 1H N...